Dataset: the Open Reaction Database (ORD), a public repository of structured organic reaction records. Task: describe an organic reaction: reactants, conditions, products, and yield The reactants are C(C1=CC=CC=C1)OC(=O)[C@H]1NCC(CC1)=NOCC1=CC=CC=C1 ((2S)-5-benzyloxyimino-piperidine-2-carboxylic acid benzyl ester), S(O)(O)(=O)=O (Sulfuric acid), [BH4-].[Na+] (sodium borohydride). Solvent: O1CCCC1 (tetrahydrofuran). Conditions: temperature -10 celsius, time 22 hour. Yields the product C(C1=CC=CC=C1)OC(=O)[C@H]1NC[C@@H](CC1)NOCC1=CC=CC=C1 ((2S,5R)-5-benzyloxyamino-piperidine-2-carboxylic acid benzyl ester). Yield: 79.9%. RXN SMILES: [CH2:1]([O:8][C:9]([C@@H:11]1[CH2:16][CH2:15][C:14](=[N:17][O:18][CH2:19][C:20]2[CH:25]=[CH:24][CH:23]=[CH:22][CH:21]=2)[CH2:13][NH:12]1)=[O:10])[C:2]1[CH:7]=[CH:6][CH:5]=[CH:4][CH:3]=1.S(=O)(=O)(O)O.[BH4-].[Na+]>O1CCCC1>[CH2:1]([O:8][C:9]([C@@H:11]1[CH2:16][CH2:15][C@@H:14]([NH:17][O:18][CH2:19][C:20]2[CH:25]=[CH:24][CH:23]=[CH:22][CH:21]=2)[CH2:13][NH:12]1)=[O:10])[C:2]1[CH:3]=[CH:4][CH:5]=[CH:6][CH:7]=1 |f:2.3|. Procedure details: Under nitrogen atmosphere, tetrahydrofuran (2 ml) was added to (2S)-5-benzyloxyimino-piperidine-2-carboxylic acid benzyl ester (0.168 g, 0.50 mmol), and the mixture was cooled down to −10° C. Sulfuric acid (0.302 g, 3.06 mmol) was added to the mixture, and then sodium borohydride (0.0567 g, 1.50 mmol) was added. After 22 hours of stirring, the reaction mixture was analyzed with high performance liquid chromatography to find that the mixture contained 0.136 g of the title compound, and the reduct... Starting materials: N1C=NC=C1 (imidazole), C[C@@H]1CCO[C@H](/C=C/C=C\C(=O)O[C@@H]2C[C@@H]3[C@]4([C@]2([C@]5(CCC(=C[C@H]5O3)C)COC(=O)[C@H]1O)C)CO4)[C@@H](C)O (Roridin A), [Si](C)(C)(C(C)(C)C)Cl (tert-butyldimethylsilyl chloride), 13'-O-tert-butyldimethylsilyl-Roridin A, resultant mixture. The solvent is CN(C=O)C (dimethylformamide). Reaction conditions: temperature -5 celsius. Product: C(C)(=O)[O-].CCCCCC (acetate hexane), product. Isolated yield 49.0%. As a reaction SMILES: N1C=CN=C1.C[C@H]1[C@H](O)C(=O)OC[C@]23[C@H](O[C@H]4[C@]5(OC5)[C@]2(C)[C@@H](C4)[O:18][C:16](=[O:17])[CH:15]=[CH:14][CH:13]=[CH:12][C@H:11]([C@H:41](O)[CH3:42])OCC1)C=C(C)CC3.[Si](Cl)(C(C)(C)C)(C)C>CN(C)C=O>[C:16]([O-:18])(=[O:17])[CH3:15].[CH3:42][CH2:41][CH2:11][CH2:12][CH2:13][CH3:14] |f:4.5|. Procedure: Preparation of 13'-O-tert-butyldimethylsilyl-Roridin A. 100 mg (1.47 mmol) of imidazole was added to a solution of 232 mg (0.436 mmol) of Roridin A in 3 ml of dry dimethylformamide. The mixture was cooled to -5° C. and then 72 mg (0.478 mmol) of tert-butyldimethylsilyl chloride (Aldrich Chemical Co.) was added. The resultant mixture was stirred at -5° C. to 5° C. for 4 hours and then concentrated. The residue was chromatographed on silica gel, eluting first with 30% ethyl acetate/hexane, next wi... Starting materials: ClC1=CC=C(C=C1)SC1=C(N=C(O1)C1=CC=CC=C1)C1=CC=C(C(=O)NN)C=C1 (4-{5-[(4-chlorophenyl)thio]-2-phenyl-1,3-oxazol-4-yl}benzohydrazide), C(=O)(C(F)(F)F)O (TFA). Solvent: C(C)OC(OCC)OCC (triethylorthoformate). Run at temperature 130 celsius. Yields the product ClC1=CC=C(C=C1)SC1=C(N=C(O1)C1=CC=CC=C1)C1=CC=C(C(=O)NN)C=C1 (4-{5-[(4-chlorophenyl)thio]-2-phenyl-1,3-oxazol-4-yl}benzohydrazide), ClC1=CC=C(C=C1)SC1=C(N=C(O1)C1=CC=CC=C1)C1=CC=C(C=C1)C=1OC=NN1 (2-(4-{5-[(4-chlorophenyl)thio]-2-phenyl-1,3oxazol-4-yl}phenyl)-1,3,4-oxadiazole). RXN SMILES: [Cl:1][C:2]1[CH:7]=[CH:6][C:5]([S:8][C:9]2[O:13][C:12]([C:14]3[CH:19]=[CH:18][CH:17]=[CH:16][CH:15]=3)=[N:11][C:10]=2[C:20]2[CH:29]=[CH:28][C:23]([C:24]([NH:26][NH2:27])=[O:25])=[CH:22][CH:21]=2)=[CH:4][CH:3]=1.[C:30](O)(C(F)(F)F)=O>C(OC(OCC)OCC)C>[Cl:1][C:2]1[CH:7]=[CH:6][C:5]([S:8][C:9]2[O:13][C:12]([C:14]3[CH:15]=[CH:16][CH:17]=[CH:18][CH:19]=3)=[N:11][C:10]=2[C:20]2[CH:21]=[CH:22][C:23]([C:24]([NH:26][NH2:27])=[O:25])=[CH:28][CH:29]=2)=[CH:4][CH:3]=1.[Cl:1][C:2]1[CH:7]=[CH:6][C:5]([S:8][C:9]2[O:13][C:12]([C:14]3[CH:15]=[CH:16][CH:17]=[CH:18][CH:19]=3)=[N:11][C:10]=2[C:20]2[CH:21]=[CH:22][C:23]([C:24]3[O:25][CH:30]=[N:27][N:26]=3)=[CH:28][CH:29]=2)=[CH:4][CH:3]=1. Procedure details: 4-{5-[(4-chlorophenyl)thio]-2-phenyl-1,3-oxazol-4-yl}benzohydrazide from Step C (33 mg, 0.077 mmol) was dissolved in 5 mL triethylorthoformate. A catalytic amount of TFA was added and the reaction was heated at 130° C. for 2 h. The volatiles were removed and the residue was purified by reverse phase HPLC to afford 12 mg (36% over 4 steps) of the title compound 2-(4-{5-[(4-chlorophenyl)thio]-2-phenyl-1,3oxazol-4-yl}phenyl)-1,3,4-oxadiazole. LCMS: m/z 432.1 (M+H)+. 1H NMR (500 MHz, CDCl3: δ 8.55 (...